From a dataset of the Open Reaction Database (ORD), a public repository of structured organic reaction records. describe an organic reaction: reactants, conditions, products, and yield Reactants: CCO, Clc1cc2ccccc2c(Cl)n1, NN, O. The product is Clc1cc2ccccc2cn1. Reaction SMILES: [CH3:16][CH2:17][OH:18].[Cl:1][c:2]1[n:3][c:4]([Cl:12])[cH:5][c:6]2[cH:7][cH:8][cH:9][cH:10][c:11]12.[NH2:14][NH2:15].[OH2:13]>>[cH:2]1[n:3][c:4]([Cl:12])[cH:5][c:6]2[cH:7][cH:8][cH:9][cH:10][c:11]12. Starting materials: [OH-].[Na+] (Sodium hydroxide), O=C1N2CCCC3=C2C(CC1(C(=O)OCC)NC=O)=CC=C3 (ethyl 2,3,6,7-tetrahydro-3-oxo-2-(formylamino)-1H,5H-benzo(ij)quinolizine-2-carboxylate), Cl (hydrochloric acid). Run in CO (methanol). Conditions: time 30 minute. The product is O=C1N2CCCC3=C2C(CC1NC=O)=CC=C3 (N-(2,3,6,7-tetrahydro-3-oxo-1H,5H-benzo(ij)quinolizin-2-yl)formamide). Yield: 104.2%. Reaction SMILES: [OH-].[Na+].[O:3]=[C:4]1[C:13]([NH:19][CH:20]=[O:21])(C(OCC)=O)[CH2:12][C:11]2=[CH:22][CH:23]=[CH:24][C:9]3=[C:10]2[N:5]1[CH2:6][CH2:7][CH2:8]3.Cl>CO>[O:3]=[C:4]1[CH:13]([NH:19][CH:20]=[O:21])[CH2:12][C:11]2=[CH:22][CH:23]=[CH:24][C:9]3=[C:10]2[N:5]1[CH2:6][CH2:7][CH2:8]3 |f:0.1|. Reported procedure: Sodium hydroxide solution (5.0 mL of 4.0 N, 20 mmol) was slowly added to ethyl 2,3,6,7-tetrahydro-3-oxo-2-(formylamino)-1H,5H-benzo(ij)quinolizine-2-carboxylate (3.04 g, 10.0 mmol) in methanol (25 mL). After stirring at room temperature for 30 min, hydrochloric acid (5.0 mL of 4.0 N) was added and the precipitate was filtered off, washed with water and air dried to give 2.4 g of N-(2,3,6,7-tetrahydro-3-oxo-1H,5H-benzo(ij)quinolizin-2-yl)formamide, mp 149°-152° C. A portion of the product was rec... Reactants: [N+](=O)([O-])C1=C(C=C(C=C1)OC1=C(C=C(C=C1)C(F)(F)F)Cl)N(C)CP(OCC)=O (ethyl N-[2-nitro-5-(2-chloro-4-trifluoromethylphenoxy)phenyl]-P-methylaminomethylphosphinate). The solvent is Cl (hydrochloric acid). Product: [N+](=O)([O-])C1=C(C=C(C=C1)OC1=C(C=C(C=C1)C(F)(F)F)Cl)N(C)CP(O)=O (N-[2-Nitro-5-(2-chloro-4-trifluoromethylphenoxy)phenyl]-P-methylaminomethylphosphinic acid). As a reaction SMILES: [N+:1]([C:4]1[CH:9]=[CH:8][C:7]([O:10][C:11]2[CH:16]=[CH:15][C:14]([C:17]([F:20])([F:19])[F:18])=[CH:13][C:12]=2[Cl:21])=[CH:6][C:5]=1[N:22]([CH2:24][PH:25](=[O:29])[O:26]CC)[CH3:23])([O-:3])=[O:2]>Cl>[N+:1]([C:4]1[CH:9]=[CH:8][C:7]([O:10][C:11]2[CH:16]=[CH:15][C:14]([C:17]([F:18])([F:19])[F:20])=[CH:13][C:12]=2[Cl:21])=[CH:6][C:5]=1[N:22]([CH2:24][PH:25](=[O:26])[OH:29])[CH3:23])([O-:3])=[O:2]. Reported procedure: 8.0 g (0.017 mole) of ethyl N-[2-nitro-5-(2-chloro-4-trifluoromethylphenoxy)phenyl]-P-methylaminomethylphosphinate are refluxed for 14 hours in 50 ml of 20% hydrochloric acid. The precipitated crystalline product is isolated and dried at 80° C. in vacuo, affording 7 g (96.8% of theory) of the title compound with a melting point of 153°-154.5° C. Reactants: C=C(C)OC(=O)Cl, CCOC(C)=O, Cn1nc(-c2ccccc2F)cc1N, [Na+], O=C([O-])O. The product is C=C(C)OC(=O)Nc1cc(-c2ccccc2F)nn1C. Reaction SMILES: [C:15](=[CH2:16])([CH3:17])[O:18][C:19](=[O:20])[Cl:21].[CH3:22][CH2:23][O:24][C:25](=[O:26])[CH3:27].[F:1][c:2]1[c:3](-[c:8]2[n:9][n:10]([CH3:14])[c:11]([NH2:13])[cH:12]2)[cH:4][cH:5][cH:6][cH:7]1.[Na+:32].[O-:28][C:29]([OH:30])=[O:31]>>[F:1][c:2]1[c:3](-[c:8]2[n:9][n:10]([CH3:14])[c:11]([NH:13][C:19]([O:18][C:15](=[CH2:16])[CH3:17])=[O:20])[cH:12]2)[cH:4][cH:5][cH:6][cH:7]1. Reactants: COC(=O)NC(C(=O)O)C(C)(C)C, COC(=O)NC(C(=O)N1CC2(CC2)CC1c1ncc(-c2ccc3cc(-c4ccc(-c5cnc(C6CC(C#N)CN6)[nH]5)cc4)ccc3c2)[nH]1)C(C)C, CN1CCOCC1, CCOC(C)=O, Cl, Cl, Cl, CN(C)C=O, On1nnc2ccccc21. Yields the product COC(=O)NC(C(=O)N1CC2(CC2)CC1c1ncc(-c2ccc3cc(-c4ccc(-c5cnc(C6CC(C#N)CN6C(=O)C(NC(=O)OC)C(C)(C)C)[nH]5)cc4)ccc3c2)[nH]1)C(C)C. As a reaction SMILES: [CH3:1][O:2][C:3](=[O:4])[NH:5][CH:6]([C:7](=[O:8])[OH:9])[C:10]([CH3:11])([CH3:12])[CH3:13].[CH3:27][O:28][C:29]([NH:30][CH:31]([CH:32]([CH3:33])[CH3:34])[C:35](=[O:36])[N:37]1[CH2:38][C:39]2([CH2:40][CH2:41]2)[CH2:42][CH:43]1[c:44]1[nH:45][c:46](-[c:49]2[cH:50][c:51]3[cH:52][cH:53][c:54](-[c:59]4[cH:60][cH:61][c:62](-[c:65]5[nH:66][c:67]([CH:70]6[NH:71][CH2:72][CH:73]([C:75]#[N:76])[CH2:74]6)[n:68][cH:69]5)[cH:63][cH:64]4)[cH:55][c:56]3[cH:57][cH:58]2)[cH:47][n:48]1)=[O:77].[CH3:78][N:79]1[CH2:80][CH2:81][O:82][CH2:83][CH2:84]1.[CH3:90][CH2:91][O:92][C:93]([CH3:94])=[O:95].[ClH:24].[ClH:25].[ClH:26].[O:85]=[CH:86][N:87]([CH3:88])[CH3:89].[OH:14][n:15]1[c:16]2[c:17]([cH:18][cH:19][cH:20][cH:21]2)[n:22][n:23]1>>[CH3:1][O:2][C:3](=[O:4])[NH:5][CH:6]([C:7](=[O:9])[N:71]1[CH:70]([c:67]2[nH:66][c:65](-[c:62]3[cH:61][cH:60][c:59](-[c:54]4[cH:53][cH:52][c:51]5[cH:50][c:49](-[c:46]6[nH:45][c:44]([CH:43]7[N:37]([C:35]([CH:31]([NH:30][C:29]([O:28][CH3:27])=[O:77])[CH:32]([CH3:33])[CH3:34])=[O:36])[CH2:38][C:39]8([CH2:40][CH2:41]8)[CH2:42]7)[n:48][cH:47]6)[cH:58][cH:57][c:56]5[cH:55]4)[cH:64][cH:63]3)[cH:69][n:68]2)[CH2:74][CH:73]([C:75]#[N:76])[CH2:72]1)[C:10]([CH3:11])([CH3:12])[CH3:13]. Reactants: [H-].[Na+] (NaH), C(C)OP(=O)(OCC)CC(=O)OCC (ethyl diethylphosphonoacetate), C(C)(=O)C=1C=C2C(CCC(C2=CC1)(C)C)(C)C (6-Acetyl-1,2,3,4-tetrahydro-1,1,4,4-tetramethylnaphthalene). The solvent is C1CCOC1 (THF). Run at time 14 hour. Yields the product CC1(C=2C=CC(=CC2C(CC1)(C)C)/C(=C/C(=O)OCC)/C)C (ethyl (E)-3-(5,5,8,8,-tetramethyl-5,6,7,8-tetrahydronaphthalen-2-yl)crotonate). Yield: 98.3%. As a reaction SMILES: [C:1]([C:4]1[CH:5]=[C:6]2[C:11](=[CH:12][CH:13]=1)[C:10]([CH3:15])([CH3:14])[CH2:9][CH2:8][C:7]2([CH3:17])[CH3:16])(=O)[CH3:2].[H-].[Na+].C(OP([CH2:28][C:29]([O:31][CH2:32][CH3:33])=[O:30])(OCC)=O)C>C1COCC1>[CH3:14][C:10]1([CH3:15])[CH2:9][CH2:8][C:7]([CH3:17])([CH3:16])[C:6]2[CH:5]=[C:4](/[C:1](/[CH3:2])=[CH:28]/[C:29]([O:31][CH2:32][CH3:33])=[O:30])[CH:13]=[CH:12][C:11]1=2 |f:1.2|. Reported procedure: 6-Acetyl-1,2,3,4-tetrahydro-1,1,4,4-tetramethylnaphthalene (5.07 g) was added to a cooled (0° C.) mixture of NaH (60% oil dispersion, 1.10 g) and ethyl diethylphosphonoacetate (6.49 g) in THF (50 ml). The mixture was stirred at room temperature for 14 hours. The reaction was quenched by the addition of water and the mixture was diluted with ethyl acetate. The organic layer was washed with water and brine, dried and concentrated to give the titled compound (6.50 g) as a colorless oil. Starting materials: NC1=C(C=C(C=C1)Br)C(=O)C1=CC=CC=C1 ((2-Amino-5-bromo-phenyl)-phenyl-methanone), CCC(CC(CC)=O)=O (3,5-heptanedione), [Na] (sodium). Run in C(C)O (ethanol). The product is BrC=1C=C2C(=C(C(=NC2=CC1)CC)C(CC)=O)C1=CC=CC=C1 (1-(6-Bromo-2-ethyl-4-phenyl-quinolin-3-yl)-propan-1-one). The yield is 37.0%. Reaction SMILES: [NH2:1][C:2]1[CH:7]=[CH:6][C:5]([Br:8])=[CH:4][C:3]=1[C:9]([C:11]1[CH:16]=[CH:15][CH:14]=[CH:13][CH:12]=1)=O.[CH3:17][CH2:18][C:19](=O)[CH2:20][C:21](=[O:24])[CH2:22][CH3:23].[Na]>C(O)C>[Br:8][C:5]1[CH:4]=[C:3]2[C:2](=[CH:7][CH:6]=1)[N:1]=[C:19]([CH2:18][CH3:17])[C:20]([C:21](=[O:24])[CH2:22][CH3:23])=[C:9]2[C:11]1[CH:16]=[CH:15][CH:14]=[CH:13][CH:12]=1 |^1:25|. Procedure: The title compound was prepared according to the general procedure of method A. The (2-Amino-5-bromo-phenyl)-phenyl-methanone [example A16] (on 0.1-1 g scale) and 3,5-heptanedione (1.5 equiv) and sodium tetrachloroaureate(III) dihydrate (0.025 equiv) were heated in parallel in a Radley carousel under nitrogen in ethanol (10% w/w-solution of (2-Amino-5-bromo-phenyl)-phenyl-methanone) and reacted for 24 h. The reaction mixture was evaporated to dryness and the residue purified by chromatography on...